This data is from the Open Reaction Database (ORD), a public repository of structured organic reaction records. The task is: describe an organic reaction: reactants, conditions, products, and yield Starting materials: COc1ccc(C(=O)O)cc1, CC#N, Cc1ccc2ccc(N)nc2n1, O. Product: COc1ccc(C(=O)Nc2ccc3ccc(C)nc3n2)cc1. As a reaction SMILES: [CH3:1][O:2][c:3]1[cH:4][cH:5][c:6]([C:9]([OH:10])=[O:11])[cH:7][cH:8]1.[CH3:24][C:25]#[N:26].[NH2:12][c:13]1[n:14][c:15]2[n:16][c:17]([CH3:23])[cH:18][cH:19][c:20]2[cH:21][cH:22]1.[OH2:27]>>[CH3:1][O:2][c:3]1[cH:4][cH:5][c:6]([C:9](=[O:11])[NH:12][c:13]2[n:14][c:15]3[n:16][c:17]([CH3:23])[cH:18][cH:19][c:20]3[cH:21][cH:22]2)[cH:7][cH:8]1. The reactants are C(C)(C)(C)OC(=O)N1C(CC(C1)N(C(=O)OCC(Cl)(Cl)Cl)CC1=C(C=C(C=C1)F)F)C(=O)N1CCN(CC1)C1=C(C=CC=C1)C#N (2-[4-(2-cyano-phenyl)-piperazine-1-carbonyl]-4-[(2,4-difluoro-benzyl)-(2,2,2-trichloroethoxycarbonyl)-amino]-pyrrolidine-1-carboxylic acid tert-butyl ester), C(=O)(C(F)(F)F)O (CF3COOH). Yields the product ClC(COC(N(CC1=C(C=C(C=C1)F)F)C1CNC(C1)C(=O)N1CCN(CC1)C1=C(C=CC=C1)C#N)=O)(Cl)Cl ({5-[4-(2-Cyano-phenyl)-piperazine-1-carbonyl]-pyrrolidin-3-yl}-(2,4-difluoro-benzyl)-carbamic acid 2,2,2-trichloro-ethyl ester). Run at time 5 hour. Yield: 90.6%. Procedure: A mixture of 2-[4-(2-cyano-phenyl)-piperazine-1-carbonyl]-4-[(2,4-difluoro-benzyl)-(2,2,2-trichloroethoxycarbonyl)-amino]-pyrrolidine-1-carboxylic acid tert-butyl ester (4.5 g, 6.4 mmol) and CF3COOH (3.65 g, 32 mmol) were stirred at rt. for 5 h, and then concentrated to give the crude product as dark yellow oil (3.5 g, 5.8 mmol). As a reaction SMILES: C(OC([N:8]1[CH2:12][CH:11]([N:13]([CH2:22][C:23]2[CH:28]=[CH:27][C:26]([F:29])=[CH:25][C:24]=2[F:30])[C:14]([O:16][CH2:17][C:18]([Cl:21])([Cl:20])[Cl:19])=[O:15])[CH2:10][CH:9]1[C:31]([N:33]1[CH2:38][CH2:37][N:36]([C:39]2[CH:44]=[CH:43][CH:42]=[CH:41][C:40]=2[C:45]#[N:46])[CH2:35][CH2:34]1)=[O:32])=O)(C)(C)C.C(O)(C(F)(F)F)=O>>[Cl:21][C:18]([Cl:19])([Cl:20])[CH2:17][O:16][C:14](=[O:15])[N:13]([CH:11]1[CH2:10][CH:9]([C:31]([N:33]2[CH2:38][CH2:37][N:36]([C:39]3[CH:44]=[CH:43][CH:42]=[CH:41][C:40]=3[C:45]#[N:46])[CH2:35][CH2:34]2)=[O:32])[NH:8][CH2:12]1)[CH2:22][C:23]1[CH:28]=[CH:27][C:26]([F:29])=[CH:25][C:24]=1[F:30]. Reactants: O=C[C@H](O)[C@@H](O)[C@H](O)[C@H](O)CO (glucose), resultant mixture, starch, C([C@@H]1[C@H]([C@@H]([C@H]([C@H](O1)O[C@@H]2[C@H](O[C@H]([C@@H]([C@H]2O)O)O)CO)O)O)O)O.C([C@@H]1[C@H]([C@@H]([C@H]([C@H](O1)O[C@@H]2[C@@H]([C@H]([C@@H]([C@H](O2)CO)O)O)O)O)O)O)O (maltose trehalose), starch, starch, starch. Reaction conditions: time 40 hour. Product: C([C@@H]1[C@H]([C@@H]([C@H]([C@H](O1)O[C@@H]2[C@H](O[C@H]([C@@H]([C@H]2O)O)O)CO)O)O)O)O (maltose). Yield: 92.0%. Reaction SMILES: O=C[C@@H]([C@H]([C@@H]([C@@H](CO)O)O)O)O.[CH2:13]([OH:35])[C@H:14]1[O:19][C@H:18]([O:20][C@H:21]2[C@H:26]([OH:27])[C@@H:25]([OH:28])[C@H:24]([OH:29])[O:23][C@@H:22]2[CH2:30][OH:31])[C@H:17]([OH:32])[C@@H:16]([OH:33])[C@@H:15]1[OH:34].C(O)[C@H]1O[C@H](O[C@H]2O[C@H](CO)[C@@H](O)[C@H](O)[C@H]2O)[C@H](O)[C@@H](O)[C@@H]1O>>[CH2:13]([OH:35])[C@H:14]1[O:19][C@H:18]([O:20][C@H:21]2[C@H:26]([OH:27])[C@@H:25]([OH:28])[C@H:24]([OH:29])[O:23][C@@H:22]2[CH2:30][OH:31])[C@H:17]([OH:32])[C@@H:16]([OH:33])[C@@H:15]1[OH:34] |f:1.2|. Procedure details: Into a fermenter was poured a liquid nutrient culture medium consisting of 2 w/v % glucose, 0.5 w/v % polypeptone, 0.1 w/v % yeast extract, 0.1 w/v % dipotassium phosphate, 0.06 w/v % sodium dihydrogen phosphate, 0.05 w/v % magnesium sulfate, 0.5 w/v % calcium carbonate, and water, and the medium was sterilized by heating, cooled and inoculated with a seed culture of Pimelobacter sp. R48 (FERM BP-4315), followed by the incubation at 27° C. for about 40 hours under stirring conditions. The result... The reactants are C(C)[SiH](CC)CC (Triethylsilane), C(C)(=O)N1CCC2=CC(=CC=C12)C(CBr)=O (1-(1-acetylindolin-5-yl)-2-bromo-ethanone). Run in FC(C(=O)O)(F)F (trifluoroacetic acid). Conditions: temperature 55 celsius. Yields the product BrCCC=1C=C2CCN(C2=CC1)C(C)=O (1-(5-(2-Bromoethyl)indolin-1-yl)ethanone). As a reaction SMILES: C([SiH](CC)CC)C.[C:8]([N:11]1[C:19]2[C:14](=[CH:15][C:16]([C:20](=O)[CH2:21][Br:22])=[CH:17][CH:18]=2)[CH2:13][CH2:12]1)(=[O:10])[CH3:9]>FC(F)(F)C(O)=O>[Br:22][CH2:21][CH2:20][C:16]1[CH:15]=[C:14]2[C:19](=[CH:18][CH:17]=1)[N:11]([C:8](=[O:10])[CH3:9])[CH2:12][CH2:13]2. Procedure details: Triethylsilane (8.8 mL, 54.9 mmol) was added to a solution of 1-(1-acetylindolin-5-yl)-2-bromo-ethanone (1.9 g, 6.73 mmol) in trifluoroacetic acid (70 mL) at rt. The mixture was heated at 55° C. for 18 h, then cooled and concentrated under reduced pressure. The product was purified by flash chromatography (SiO2; hexane/EtOAc; 75/25). Yield: 1.2 g (67%). The reactants are CC1(C(NC2=CC(=C(C=C12)NC(C)=O)[N+](=O)[O-])=O)C (N-(3,3-dimethyl-6-nitro-2-oxo-2,3-dihydro-1H-indol-5-yl)-acetamide), crude material, C1CCC2=NCCCN2CC1 (DBU), ClCC=1OC=CN1 (2-chloromethyl-oxazole), C(=O)([O-])[O-].[K+].[K+] (K2CO3). The solvent is CO (MeOH). The product is NC=1C=C2C(C(N(C2=CC1[N+](=O)[O-])CC=1OC=CN1)=O)(C)C (5-amino-3,3-dimethyl-6-nitro-1-oxazol-2-ylmethyl-1,3-dihydro-indol-2-one). Yield: 94.9%. As a reaction SMILES: [CH3:1][C:2]1([CH3:19])[C:10]2[C:5](=[CH:6][C:7]([N+:15]([O-:17])=[O:16])=[C:8]([NH:11]C(=O)C)[CH:9]=2)[NH:4][C:3]1=[O:18].Cl[CH2:21][C:22]1[O:23][CH:24]=[CH:25][N:26]=1.C([O-])([O-])=O.[K+].[K+].C1CCN2C(=NCCC2)CC1>CO>[NH2:11][C:8]1[CH:9]=[C:10]2[C:5](=[CH:6][C:7]=1[N+:15]([O-:17])=[O:16])[N:4]([CH2:21][C:22]1[O:23][CH:24]=[CH:25][N:26]=1)[C:3](=[O:18])[C:2]2([CH3:1])[CH3:19] |f:2.3.4|. Procedure: Analogously to general procedure (I) N-(3,3-dimethyl-6-nitro-2-oxo-2,3-dihydro-1H-indol-5-yl)-acetamide (1 g) is alkylated using 2-chloromethyl-oxazole (0.47 g; 4 mmol) and K2CO3 (1.1 g; 7.96 mmol) at RT for 18 h. After aqueous work-up the crude material (1.30 g) is de-acetylated in MeOH (30 ml) using DBU (280 μl) at reflux. After aqueous work-up 5-amino-3,3-dimethyl-6-nitro-1-oxazol-2-ylmethyl-1,3-dihydro-indol-2-one (1.09 g) is obtained and used without further purification. Reactants: COC(=O)N(C(=O)OC)C1=NC=C(C(=C1)I)C (Dimethyl(4-iodo-5-methylpyridin-2-yl)imidodicarbonate), [OH-].[Na+] (NaOH). Run in CO (MeOH). Reaction conditions: time 1.5 hour. Yields the product COC(NC1=NC=C(C(=C1)I)C)=O (methyl(4-iodo-5-methylpyridin-2-yl)carbamate). Isolated yield 75.1%. RXN SMILES: [CH3:1][O:2][C:3]([N:5]([C:10]1[CH:15]=[C:14]([I:16])[C:13]([CH3:17])=[CH:12][N:11]=1)C(OC)=O)=[O:4].[OH-].[Na+]>CO>[CH3:1][O:2][C:3](=[O:4])[NH:5][C:10]1[CH:15]=[C:14]([I:16])[C:13]([CH3:17])=[CH:12][N:11]=1 |f:1.2|. Procedure: Dimethyl(4-iodo-5-methylpyridin-2-yl)imidodicarbonate (110 g, 310 mmol) was added to a mixture of MeOH (1500 mL) and 1M NaOH (620 mL). The reaction mixture was allowed to stir at rt for 1.5 h and was then concentrated. EtOAc and water were added to the residue and the solution was extracted with EtOAc. The organic solutions were combined, washed with brine, dried over Na2SO4, filtered and concentrated to give methyl(4-iodo-5-methylpyridin-2-yl)carbamate (68 g, 60%) which was used in the next ste... Starting materials: COC1=C(N)C=C(C=C1)[N+](=O)[O-] (2-Methoxy-5-nitroaniline), C(C)(=O)OC(C)=O (Acetic anhydride). Solvent: O1CCCC1 (tetrahydrofuran). The product is COC1=C(C=C(C=C1)[N+](=O)[O-])NC(C)=O (N-(2-Methoxy-5-nitrophenyl)acetamide). As a reaction SMILES: [CH3:1][O:2][C:3]1[CH:9]=[CH:8][C:7]([N+:10]([O-:12])=[O:11])=[CH:6][C:4]=1[NH2:5].[C:13](OC(=O)C)(=[O:15])[CH3:14]>O1CCCC1>[CH3:1][O:2][C:3]1[CH:9]=[CH:8][C:7]([N+:10]([O-:12])=[O:11])=[CH:6][C:4]=1[NH:5][C:13](=[O:15])[CH3:14]. Procedure details: 2-Methoxy-5-nitroaniline 23 (13.17 gm, 0.078 moles) was dissolved in 60 ml tetrahydrofuran (THF) at room temperature under argon. Acetic anhydride (11.1 ml, 0.118 moles) was added. An orange solution was formed. The mixture was evaporated under reduced pressure, and kept under vacuum overnight to give N-(2-Methoxy-5-nitrophenyl)acetamide 24 (1H NMR (CDCl3) δ 9.20, 1H, br s; 7.99, 1H, d; 6.95, 1H, d; 4.02, 3H, s; 3.12, 1H, s; 2.26, 3H, s), which was suspended in 115 ml ethanol. 5% Palladium on ca... Yield: 69.4%. Run in CCOC(=O)C (EtOAc). As a reaction SMILES: Cl.[CH2:2]([O:9][C:10](=[O:16])[C@H:11]1[CH2:15][CH2:14][CH2:13][NH:12]1)[C:3]1[CH:8]=[CH:7][CH:6]=[CH:5][CH:4]=1.[CH:17]1([C:26]([OH:28])=O)[CH2:22][CH2:21][CH2:20][CH:19]([C:23]([OH:25])=O)[CH2:18]1>CCOC(C)=O>[CH2:2]([O:9][C:10]([C@H:11]1[CH2:15][CH2:14][CH2:13][N:12]1[C:23]([CH:19]1[CH2:20][CH2:21][CH2:22][CH:17]([C:26]([N:12]2[CH2:13][CH2:14][CH2:15][C@@H:11]2[C:10]([O:9][CH2:2][C:3]2[CH:8]=[CH:7][CH:6]=[CH:5][CH:4]=2)=[O:16])=[O:28])[CH2:18]1)=[O:25])=[O:16])[C:3]1[CH:4]=[CH:5][CH:6]=[CH:7][CH:8]=1 |f:0.1|. Procedure: Using General Procedure A with 5.6 g (23.2 mmol) D-Proline benzyl ester hydrochloride and 2.0 g (11.6 mmol) cyclohexane-1,3-dicarboxylic acid afforded, after flash chromatography (EtOAc), 4.4 g (70%) of the title compound as a colorless oil. MS m/e (%): 547 (M+H+, 100). The product is C(C1=CC=CC=C1)OC(=O)[C@@H]1N(CCC1)C(=O)C1CC(CCC1)C(=O)N1[C@H](CCC1)C(=O)OCC1=CC=CC=C1 ((R)-1-[3-[(R)-2-Benzyloxycarbonyl-pyrrolidine-1-carbonyl]-cyclohexanecarbonyl]-pyrrolidine-2-carboxylic acid benzyl ester). Reactants: Cl.C(C1=CC=CC=C1)OC([C@@H]1NCCC1)=O (D-Proline benzyl ester hydrochloride), C1(CC(CCC1)C(=O)O)C(=O)O (cyclohexane-1,3-dicarboxylic acid). The reactants are CSCCC(NC(=O)OC(C)(C)C)C(=O)Nc1ccc(OCc2ccccc2)cc1, CI. Yields the product CC(C)(C)OC(=O)NC1CCN(c2ccc(OCc3ccccc3)cc2)C1=O. Reaction SMILES: [C:1]([CH3:2])([CH3:3])([CH3:4])[O:5][C:6]([NH:7][CH:8]([CH2:9][CH2:10][S:11][CH3:12])[C:13]([NH:14][c:15]1[cH:16][cH:17][c:18]([O:21][CH2:22][c:23]2[cH:24][cH:25][cH:26][cH:27][cH:28]2)[cH:19][cH:20]1)=[O:29])=[O:30].[CH3:31][I:32]>>[C:1]([CH3:2])([CH3:3])([CH3:4])[O:5][C:6]([NH:7][CH:8]1[CH2:9][CH2:10][N:14]([c:15]2[cH:16][cH:17][c:18]([O:21][CH2:22][c:23]3[cH:24][cH:25][cH:26][cH:27][cH:28]3)[cH:19][cH:20]2)[C:13]1=[O:29])=[O:30].